The task is: describe an organic reaction: reactants, conditions, products, and yield. This data is from the Open Reaction Database (ORD), a public repository of structured organic reaction records. Reactants: C(#N)C(=C(S)NC(N(C)C)=O)C#N (3-(2,2-Dicyano-1-mercapto-vinyl)-1,1-dimethyl-urea), OO (hydrogen peroxide), solution. Solvent: O (water), O (water). Reaction conditions: time 1 hour. Yields the product C(#N)C=1C(=NSC1NC(N(C)C)=O)O (3-(4-Cyano-3-hydroxy-isothiazol-5-yl)-1,1-dimethyl-urea). RXN SMILES: [C:1]([C:3]([C:12]#[N:13])=[C:4]([NH:6][C:7](=[O:11])[N:8]([CH3:10])[CH3:9])[SH:5])#[N:2].[OH:14]O>O>[C:1]([C:3]1[C:12]([OH:14])=[N:13][S:5][C:4]=1[NH:6][C:7](=[O:11])[N:8]([CH3:10])[CH3:9])#[N:2]. Procedure: A solution of 3-(2,2-Dicyano-1-mercapto-vinyl)-1,1-dimethyl-urea (sodium salt) (30 g, 137 mmol) in water (300 mL) was treated at ambient temperature with hydrogen peroxide (14 mL of a 10 M solution). The reaction warmed and thickened with solid formation and so was treated with additional water (100 mL). The mixture was heated to reflux for 15 minutes, effecting complete dissolution and then cooled to ambient temperature. After 1 hour at ambient temperature, the mixture was concentrated to a con... The reactants are CCOC(=O)c1cccc(-c2cn3nc(-c4ccco4)nc3c(N)n2)c1, C1CCOC1, CO, [Li+], [OH-]. Reaction SMILES: [CH2:1]([CH3:2])[O:3][C:4]([c:5]1[cH:6][c:7](-[c:11]2[n:12][c:13]([NH2:25])[c:14]3[n:15]([cH:16]2)[n:17][c:18](-[c:20]2[o:21][cH:22][cH:23][cH:24]2)[n:19]3)[cH:8][cH:9][cH:10]1)=[O:26].[CH2:31]1[O:32][CH2:33][CH2:34][CH2:35]1.[CH3:29][OH:30].[Li+:28].[OH-:27]>>[O:3]=[C:4]([c:5]1[cH:6][c:7](-[c:11]2[n:12][c:13]([NH2:25])[c:14]3[n:15]([cH:16]2)[n:17][c:18](-[c:20]2[o:21][cH:22][cH:23][cH:24]2)[n:19]3)[cH:8][cH:9][cH:10]1)[OH:26]. Yields the product Nc1nc(-c2cccc(C(=O)O)c2)cn2nc(-c3ccco3)nc12. Starting materials: CC(=O)OC(C)=O, CC(=O)O, O, O=[N+]([O-])O, O=C(O)c1csc2ccccc12. The product is O=C(O)c1csc2cc([N+](=O)[O-])ccc12. RXN SMILES: [CH3:18][C:19]([O:20][C:21](=[O:22])[CH3:23])=[O:24].[CH3:25][C:26](=[O:27])[OH:28].[OH2:17].[OH:13][N+:14]([O-:15])=[O:16].[s:1]1[c:2]2[c:3]([c:4]([C:6](=[O:7])[OH:8])[cH:5]1)[cH:9][cH:10][cH:11][cH:12]2>>[s:1]1[c:2]2[c:3]([c:4]([C:6](=[O:7])[OH:8])[cH:5]1)[cH:9][cH:10][c:11]([N+:14](=[O:13])[O-:15])[cH:12]2. Starting materials: FC(CC=1SC=C(N1)C(=O)OCC)(F)F (Ethyl 2-(2,2,2-trifluoroethyl)thiazole-4-carboxylate). Run in Cl (hydrochloric acid), O (water). Conditions: temperature 80 celsius. The product is FC(CC=1SC=C(N1)C(=O)O)(F)F (2-(2,2,2-Trifluoroethyl)thiazole-4-carboxylic acid). Reaction SMILES: [F:1][C:2]([F:15])([F:14])[CH2:3][C:4]1[S:5][CH:6]=[C:7]([C:9]([O:11]CC)=[O:10])[N:8]=1>Cl.O>[F:15][C:2]([F:1])([F:14])[CH2:3][C:4]1[S:5][CH:6]=[C:7]([C:9]([OH:11])=[O:10])[N:8]=1. Procedure details: A mixture of ethyl 2-(2,2,2-trifluoroethyl)thiazole-4-carboxylate (example 67, step c) (0.3 g) in concentrated hydrochloric acid (7 mL) and water (7 mL) was heated at 80° C. for 5 hours under nitrogen. The solvent was evaporated under a stream of nitrogen and the residue partitioned between ethyl acetate (40 mL) and brine (3 mL). The organic layer was dried over sodium sulphate, filtered and the solvent evaporated under reduced pressure to afford the subtitled compound. Yield 0.23 g. Starting materials: ClC1=NC(=CC2=CC(=CC=C12)OC)NC1=NNC(=C1)C ((1-chloro-6-methoxy-isoquinolin-3-yl)-(5-methyl-1H-pyrazol-3-yl)-amine), C(#N)C1=CC=C(C=C1)B(O)O (4-cyano-phenylboronic acid). Yields the product COC=1C=C2C=C(N=C(C2=CC1)C1=CC=C(C#N)C=C1)NC1=NNC(=C1)C (4-[6-methoxy-3-(5-methyl-1H-pyrazol-3-ylamino)-isoquinolin-1-yl]-benzonitrile). RXN SMILES: Cl[C:2]1[C:11]2[C:6](=[CH:7][C:8]([O:12][CH3:13])=[CH:9][CH:10]=2)[CH:5]=[C:4]([NH:14][C:15]2[CH:19]=[C:18]([CH3:20])[NH:17][N:16]=2)[N:3]=1.[C:21]([C:23]1[CH:28]=[CH:27][C:26](B(O)O)=[CH:25][CH:24]=1)#[N:22]>>[CH3:13][O:12][C:8]1[CH:7]=[C:6]2[C:11](=[CH:10][CH:9]=1)[C:2]([C:26]1[CH:27]=[CH:28][C:23]([C:21]#[N:22])=[CH:24][CH:25]=1)=[N:3][C:4]([NH:14][C:15]1[CH:19]=[C:18]([CH3:20])[NH:17][N:16]=1)=[CH:5]2. Procedure: Similar procedure as described in example 131 was used, starting from (1-chloro-6-methoxy-isoquinolin-3-yl)-(5-methyl-1H-pyrazol-3-yl)-amine and 4-cyano-phenylboronic acid to give 4-[6-methoxy-3-(5-methyl-1H-pyrazol-3-ylamino)-isoquinolin-1-yl]-benzonitrile. LC-MS m/e 356(MH+).